Task: describe an organic reaction: reactants, conditions, products, and yield. Dataset: the Open Reaction Database (ORD), a public repository of structured organic reaction records The reactants are C(C1=CC=CC=C1)P1(CCCCC1)=O (1-benzylphosphorinane-l-oxide), [N+](=O)(O)[O-] (nitric acid), S(O)(O)(=O)=O (sulfuric acid), ice water, N (ammonia). Conditions: temperature 55 celsius, time 2 hour. The product is [N+](=O)([O-])C1=CC=C(CP2(CCCCC2)=O)C=C1 (1-(4-nitrobenzyl)phosphorinane-1-oxide). Reaction SMILES: [CH2:1]([P:8]1(=[O:14])[CH2:13][CH2:12][CH2:11][CH2:10][CH2:9]1)[C:2]1[CH:7]=[CH:6][CH:5]=[CH:4][CH:3]=1.[N+:15]([O-])([OH:17])=[O:16].S(=O)(=O)(O)O.N>>[N+:15]([C:5]1[CH:6]=[CH:7][C:2]([CH2:1][P:8]2(=[O:14])[CH2:13][CH2:12][CH2:11][CH2:10][CH2:9]2)=[CH:3][CH:4]=1)([O-:17])=[O:16]. Procedure details: To 1-benzylphosphorinane-l-oxide (5.39 g) were added nitric acid (1.94 ml) and sulfuric acid (15 ml) at 0° C., and the mixture was stirred at 50-60° C. for 2 hours. The reaction mixture was added to crushed ice-water, neutralized with ammonia solution and extracted with ethyl acetate. The organic layer was washed with saturated sodium chloride solution, dried with magnesium sulfate and concentrated under reduced pressure. The residue was separated and purified with column chromatography (ethanol... Starting materials: FC(C(=O)O)(F)F (Trifluoroacetic acid), C(CCC)OC(=O)N1CC=2N(C3=CC(=CC=C3C2CC1)N1C(C=C(C=C1)C1=C(C=C(C=C1)Cl)OC)=O)C (butyl-7-(4-(4-chloro-2-methoxyphenyl)-2-oxopyridin-1(2H)-yl)-9-methyl-3,4-dihydro-1H-pyrido[3,4-b]indole-2(9H)-carboxylate). Run in C(Cl)Cl (CH2Cl2). Conditions: time 1 hour. Yields the product Cl.ClC1=CC(=C(C=C1)C1=CC(N(C=C1)C1=CC=C2C3=C(N(C2=C1)C)CNCC3)=O)OC (4-(4-Chloro-2-methoxyphenyl)-1-(9-methyl-2,3,4,9-tetrahydro-1H-pyrido[3,4-b]indol-7-yl)pyridin-2(1H)-one hydrochloride). RXN SMILES: FC(F)(F)C(O)=O.C(OC([N:15]1[CH2:27][CH2:26][C:25]2[C:24]3[C:19](=[CH:20][C:21]([N:28]4[CH:33]=[CH:32][C:31]([C:34]5[CH:39]=[CH:38][C:37]([Cl:40])=[CH:36][C:35]=5[O:41][CH3:42])=[CH:30][C:29]4=[O:43])=[CH:22][CH:23]=3)[N:18]([CH3:44])[C:17]=2[CH2:16]1)=O)CCC>C(Cl)Cl>[ClH:40].[Cl:40][C:37]1[CH:38]=[CH:39][C:34]([C:31]2[CH:32]=[CH:33][N:28]([C:21]3[CH:20]=[C:19]4[C:24]([C:25]5[CH2:26][CH2:27][NH:15][CH2:16][C:17]=5[N:18]4[CH3:44])=[CH:23][CH:22]=3)[C:29](=[O:43])[CH:30]=2)=[C:35]([O:41][CH3:42])[CH:36]=1 |f:3.4|. Reported procedure: Trifluoroacetic acid (1.0 mL) was added to a solution of ten-butyl-7-(4-(4-chloro-2-methoxyphenyl)-2-oxopyridin-1(2H)-yl)-9-methyl-3,4-dihydro-1H-pyrido[3,4-b]indole-2(9H)-carboxylate (0.23 g, 0.44 mmol) in CH2Cl2 (2 mL) under argon and stirred for 1 h. The mixture was concentrated under reduced pressure, and the residue was partitioned between CH2Cl2 and saturated NaHCO3 solution. The organic phase was removed, and the aqueous phase was extracted with CH2Cl2 (10×25 mL). The combined organic ext... Reactants: CC(C)=O, C=CCC(C#N)c1ccc(I)cc1, O=[Os](=O)(=O)=O, O, O. Yields the product N#CC(CC=O)c1ccc(I)cc1. As a reaction SMILES: [CH3:14][C:15]([CH3:16])=[O:17].[I:1][c:2]1[cH:3][cH:4][c:5]([CH:8]([C:9]#[N:10])[CH2:11][CH:12]=[CH2:13])[cH:6][cH:7]1.[O:20]=[Os:21](=[O:22])(=[O:23])=[O:24].[OH2:18].[OH2:19]>>[I:1][c:2]1[cH:3][cH:4][c:5]([CH:8]([C:9]#[N:10])[CH2:11][CH:12]=[O:17])[cH:6][cH:7]1. Starting materials: COc1ccc(Oc2ncc(Cl)cc2Cl)cn1, ClCCl, Cl, O, c1ccncc1. Product: Oc1ccc(Oc2ncc(Cl)cc2Cl)cn1. Reaction SMILES: [Cl:1][c:2]1[c:3]([O:9][c:10]2[cH:11][cH:12][c:13]([O:16][CH3:17])[n:14][cH:15]2)[n:4][cH:5][c:6]([Cl:8])[cH:7]1.[Cl:25][CH2:26][Cl:27].[ClH:18].[OH2:28].[n:19]1[cH:20][cH:21][cH:22][cH:23][cH:24]1>>[Cl:1][c:2]1[c:3]([O:9][c:10]2[cH:11][cH:12][c:13]([OH:16])[n:14][cH:15]2)[n:4][cH:5][c:6]([Cl:8])[cH:7]1. Reactants: O=C([O-])[O-], CN(C)C1CCC(c2ccc(O)cc2)CC1, CN(C)C=O, CC1CC(C)CN(CCCCl)C1, Cl, [K+], [K+]. Yields the product CC1CC(C)CN(CCCOc2ccc(C3CCC(N(C)C)CC3)cc2)C1. RXN SMILES: [C:30](=[O:31])([O-:32])[O-:33].[CH3:14][N:15]([CH:16]1[CH2:17][CH2:18][CH:19]([c:22]2[cH:23][cH:24][c:25]([OH:28])[cH:26][cH:27]2)[CH2:20][CH2:21]1)[CH3:29].[CH3:36][N:37]([CH3:38])[CH:39]=[O:40].[Cl:1][CH2:2][CH2:3][CH2:4][N:5]1[CH2:6][CH:7]([CH3:12])[CH2:8][CH:9]([CH3:11])[CH2:10]1.[ClH:13].[K+:34].[K+:35]>>[CH2:2]([CH2:3][CH2:4][N:5]1[CH2:6][CH:7]([CH3:12])[CH2:8][CH:9]([CH3:11])[CH2:10]1)[O:28][c:25]1[cH:24][cH:23][c:22]([CH:19]2[CH2:18][CH2:17][CH:16]([N:15]([CH3:14])[CH3:29])[CH2:21][CH2:20]2)[cH:27][cH:26]1. Reactants: C(C)N(CC)CCOC1=CC(=C(C=C1)OC)[N+](=O)[O-] (N,N-diethyl-2-(4-methoxy-3-nitrophenoxy)ethylamine). Reagents/catalysts: [Pd] (Pd). The solvent is C(C)O (ethanol). Product: C(C)N(CCOC=1C=CC(=C(C1)N)OC)CC (5-(2-(diethylamino)ethoxy)-2-methoxyphenylamine). RXN SMILES: [CH2:1]([N:3]([CH2:6][CH2:7][O:8][C:9]1[CH:14]=[CH:13][C:12]([O:15][CH3:16])=[C:11]([N+:17]([O-])=O)[CH:10]=1)[CH2:4][CH3:5])[CH3:2]>C(O)C.[Pd]>[CH2:4]([N:3]([CH2:1][CH3:2])[CH2:6][CH2:7][O:8][C:9]1[CH:14]=[CH:13][C:12]([O:15][CH3:16])=[C:11]([NH2:17])[CH:10]=1)[CH3:5]. Procedure details: N,N-diethyl-2-(4-methoxy-3-nitrophenoxy)ethylamine (0.29 g, 1.1 mmol) was hydrogenated over Pd (5% on C, 50% wet, 0.12 g) in ethanol (5 ml) for 16 hours. The catalyst was filtered off and the solvent removed under reduced pressure to afford the title compound as a red oil. MS (m/z)=239(M+H+); Calc'd for C13H22N2O2=238.33. The reactants are ice, CN1N=CC(=C1)CCC(=O)OCC (ethyl 3-(1-methyl-1H-pyrazol-4-yl)propionate), [H-].[Al+3].[Li+].[H-].[H-].[H-] (lithium aluminum hydride), O (water), [OH-].[Na+] (sodium hydroxide). Run in O1CCCC1 (tetrahydrofuran). Run at time 30 minute. Product: CN1N=CC(=C1)CCCO (3-(1-methyl-1H-pyrazol-4-yl)-1-propanol). As a reaction SMILES: [CH3:1][N:2]1[CH:6]=[C:5]([CH2:7][CH2:8][C:9](OCC)=[O:10])[CH:4]=[N:3]1.[H-].[Al+3].[Li+].[H-].[H-].[H-].O.[OH-].[Na+]>O1CCCC1>[CH3:1][N:2]1[CH:6]=[C:5]([CH2:7][CH2:8][CH2:9][OH:10])[CH:4]=[N:3]1 |f:1.2.3.4.5.6,8.9|. Procedure: To an ice-cooled solution of ethyl 3-(1-methyl-1H-pyrazol-4-yl)propionate (1.05 g) in tetrahydrofuran (10 ml) was added lithium aluminum hydride (0.22 g) under nitrogen atmosphere After the mixture was stirred for 30 minutes, water and 15% sodium hydroxide aqueous solution were added successively to the mixture. The resulting precipitates were filtered off through Celite® pad and the filtrate was extracted with ethyl acetate. The organic layer was washed with water, dried over magnesium sulfate ... The reactants are C1(CCC1)CN1[C@H]2[C@@H]3[C@H](CC(C[C@@]3(C=3C=C(C=CC3C2)OC)CC1)=O)C (17-cyclobutylmethyl-3-methoxy-8β-methyl-morphinan-6-one), C=P(C1=CC=CC=C1)(C1=CC=CC=C1)C1=CC=CC=C1 (methylenetriphenylphosphorane), Cl (HCl). The solvent is CS(=O)C (dimethyl sulfoxide). Product: Cl.C1(CCC1)CN1[C@H]2[C@@H]3[C@H](CC(C[C@@]3(C=3C=C(C=CC3C2)OC)CC1)=C)C (17-cyclobutylmethyl-3-methoxy-8β-methyl-6-methylene-morphinane Hydrochloride). Yield: 37.0%. As a reaction SMILES: [CH2:1]=P(C1C=CC=CC=1)(C1C=CC=CC=1)C1C=CC=CC=1.[CH:21]1([CH2:25][N:26]2[CH2:44][CH2:43][C@@:33]34[C:34]5[CH:35]=[C:36]([O:41][CH3:42])[CH:37]=[CH:38][C:39]=5[CH2:40][C@@H:27]2[C@@H:28]3[C@@H:29]([CH3:46])[CH2:30][C:31](=O)[CH2:32]4)[CH2:24][CH2:23][CH2:22]1.[ClH:47]>CS(C)=O>[ClH:47].[CH:21]1([CH2:25][N:26]2[CH2:44][CH2:43][C@@:33]34[C:34]5[CH:35]=[C:36]([O:41][CH3:42])[CH:37]=[CH:38][C:39]=5[CH2:40][C@@H:27]2[C@@H:28]3[C@@H:29]([CH3:46])[CH2:30][C:31](=[CH2:1])[CH2:32]4)[CH2:22][CH2:23][CH2:24]1 |f:4.5|. Reported procedure: To a solution of methylenetriphenylphosphorane (14.4 mmole) in dimethyl sulfoxide (30 ml) prepared in the usual fashion was added a solution of 17-cyclobutylmethyl-3-methoxy-8β-methyl-morphinan-6-one. The reaction was heated at 75° for 2 hours under an atmosphere of nitrogen. Workup followed by chromatography gave the free base of TR-5377 as a foam. This was converted to the HCl salt which was crystallized from toluene to give 860 mg (37%) of TR-5377, mp. 221°-224°. The reactants are C(C)N(CC)S(F)(F)F (diethylaminosulfurtrifluoride), O (water), C(C)(C)(C)OC(=O)N1C[C@H]([C@@H](C1)C1=CC=CC=C1)CO (trans-3-hydroxymethyl-4-phenyl-pyrrolidine-1-carboxylic acid tert-butyl ester). Solvent: ClCCl (dichloromethane), ClCCl (dichloromethane), ClCCl (dichloromethane). Run at time 72 hour. Yields the product C(C)(C)(C)OC(=O)N1C[C@H]([C@@H](C1)C1=CC=CC=C1)CF (trans-3-Fluoromethyl-4-phenyl-pyrrolidine-1-carboxylic acid tert-butyl ester). Isolated yield 112.5%. RXN SMILES: [C:1]([O:5][C:6]([N:8]1[CH2:12][C@@H:11]([C:13]2[CH:18]=[CH:17][CH:16]=[CH:15][CH:14]=2)[C@H:10]([CH2:19]O)[CH2:9]1)=[O:7])([CH3:4])([CH3:3])[CH3:2].C(N(S(F)(F)[F:27])CC)C.O>ClCCl>[C:1]([O:5][C:6]([N:8]1[CH2:12][C@@H:11]([C:13]2[CH:18]=[CH:17][CH:16]=[CH:15][CH:14]=2)[C@H:10]([CH2:19][F:27])[CH2:9]1)=[O:7])([CH3:4])([CH3:3])[CH3:2]. Procedure: 1.5 g trans-3-hydroxymethyl-4-phenyl-pyrrolidine-1-carboxylic acid tert-butyl ester (5.41 mmol) were dissolved in 20 ml dichloromethane and 1.31 g of diethylaminosulfurtrifluoride (DAST, 8.1 mmol) in 2 ml dichloromethane were added at 0° C. The reaction mixture was stirred for 72 h at room temperature, further dichloromethane and water were added, the organic phase was separated, dried over magnesium sulphate, filtered and evaporated to dryness to yield 1.7 g of a light yellowish oil. The crude ...